The task is: describe an organic reaction: reactants, conditions, products, and yield. This data is from the Open Reaction Database (ORD), a public repository of structured organic reaction records. Starting materials: N(C(C)C)C(C)C (i-Pr2NH), [Li]CCCC (n-BuLi), C1(CCCCC1)C#N (cyclohexane carbonitrile), C(C1=CC=CC=C1)OCC=O (benzyloxyacetaldehyde), [NH4+].[Cl-] (NH4Cl). Run in O1CCCC1 (tetrahydrofuran). Reaction conditions: temperature -78 celsius, time 20 minute. Yields the product C(C)(C)[N-]C(C)C.[Li+] (Lithium diisopropylamide), C(C1=CC=CC=C1)OCC(O)C1(CCCCC1)C#N (1-(2-Benzyloxy-1-hydroxy-ethyl)-cyclohexanecarbonitrile). Yield: 72.9%. RXN SMILES: [Li:1]CCCC.[NH:6]([CH:10]([CH3:12])[CH3:11])[CH:7]([CH3:9])[CH3:8].[CH:13]1([C:19]#[N:20])[CH2:18][CH2:17][CH2:16][CH2:15][CH2:14]1.[CH2:21]([O:28][CH2:29][CH:30]=[O:31])[C:22]1[CH:27]=[CH:26][CH:25]=[CH:24][CH:23]=1.[NH4+].[Cl-]>O1CCCC1>[CH:7]([N-:6][CH:10]([CH3:12])[CH3:11])([CH3:9])[CH3:8].[Li+:1].[CH2:21]([O:28][CH2:29][CH:30]([C:13]1([C:19]#[N:20])[CH2:18][CH2:17][CH2:16][CH2:15][CH2:14]1)[OH:31])[C:22]1[CH:27]=[CH:26][CH:25]=[CH:24][CH:23]=1 |f:4.5,7.8|. Procedure details: Lithium diisopropylamide was prepared by dropwise addition of n-BuLi (2.03 mL; 2.5 M in Hexanes; 5.08 mmol) to a stirred and cooled (−10° C.) solution of i-Pr2NH (0.84 mL; 6.0 mmol) in dry tetrahydrofuran (40 mL). Stirring was continued for 20 minutes. The mixture was cooled to −78° C. and cyclohexane carbonitrile 1 (500 mg; 4.62 mmol) was added over 5 minutes. After a further 30 minutes, benzyloxyacetaldehyde (0.97 mL; 6.93 mmol) was added dropwise. Stirring was continued at −78° C. for 7 hours... Starting materials: C(C)(C)(C)OC(N[C@@H](C)C1=CC=C(C=C1)C=C)=O (t-butyl[(1S)-1-(4-vinylphenyl)ethyl]carbamate), C12CCCC(CCC1)B2 (9-borabicyclo[3.3.1]nonane), aqueous solution, [OH-].[Na+] (sodium hydroxide), OO (hydrogen peroxide). Solvent: O1CCCC1 (tetrahydrofuran), O (water). Reaction conditions: time 8 hour. Product: C(C)(C)(C)OC(=O)N[C@@H](C)C1=CC=C(C=C1)CCOC(C1=CC=CC=C1)=O (2-(4-{(1S)-1-[(t-butoxycarbonyl)amino]ethyl}phenyl)ethylbenzoate). Reaction SMILES: [C:1]([O:5][C:6](=[O:18])[NH:7][C@H:8]([C:10]1[CH:15]=[CH:14][C:13]([CH:16]=[CH2:17])=[CH:12][CH:11]=1)[CH3:9])([CH3:4])([CH3:3])[CH3:2].[CH:19]12B[CH:23]([CH2:24][CH2:25][CH2:26]1)[CH2:22][CH2:21]C2.[OH-:28].[Na+].[OH:30]O>O1CCCC1.O>[C:1]([O:5][C:6]([NH:7][C@H:8]([C:10]1[CH:15]=[CH:14][C:13]([CH2:16][CH2:17][O:28][C:19](=[O:30])[C:26]2[CH:21]=[CH:22][CH:23]=[CH:24][CH:25]=2)=[CH:12][CH:11]=1)[CH3:9])=[O:18])([CH3:4])([CH3:2])[CH3:3] |f:2.3|. Procedure details: 24.2 mg of the t-butyl[(1S)-1-(4-vinylphenyl)ethyl]carbamate [152-1] was dissolved in 1 mL of tetrahydrofuran, then 783 μL of 9-borabicyclo[3.3.1]nonane (9-BBN, 0.5M tetrahydrofuran solution) was added dropwise over 2 minutes under an ice-cold condition, and stirred overnight at room temperature. Thereto, 0.2 mL of a 3N aqueous solution of sodium hydroxide and 0.2 mL of hydrogen peroxide solution (35%) were added, and stirred at room temperature for 10 hours. The reaction mixture was added with ... The product is C(CC(O)(C(=O)[O-])CC(=O)[O-])(=O)OCC (monoethyl citrate), C(CC(O)(C(=O)[O-])CC(=O)OCC)(=O)OCC (diethyl citrate). As a reaction SMILES: C(O)(=O)CC(CC(O)=O)(C(O)=O)O.O.C(#N)C.[C:18]([O:34][CH2:35][CH3:36])(=[O:33])[CH2:19][C:20]([CH2:27][C:28]([O:30][CH2:31][CH3:32])=[O:29])([C:22]([O:24]CC)=[O:23])[OH:21]>C(#N)C>[C:28]([O:30][CH2:31][CH3:32])(=[O:29])[CH2:27][C:20]([CH2:19][C:18]([O-:34])=[O:33])([C:22]([O-:24])=[O:23])[OH:21].[C:28]([O:30][CH2:31][CH3:32])(=[O:29])[CH2:27][C:20]([CH2:19][C:18]([O:34][CH2:35][CH3:36])=[O:33])([C:22]([O-:24])=[O:23])[OH:21] |f:1.2|. Procedure details: Citric acid and its ethyl esters (mono, di and tri) were quantitatively analyzed on a Hewlett-Packard 1090 HPLC using a reversed phase C18 column (Novapak, 3.9 mm×150 mm) held at 40° C. Water/acetonitrile (ACN) mixtures, buffered at pH=1.3, were used as mobile phase (1.0 ml/min) in a gradient mode (0% ACN (t=0) to 60% ACN (t=20 min) to 90% ACN (t=25 min) to 0% ACN (t=28 min)), and species were quantified by UV detection (Hitachi L400H) at a wavelength of 210 nm. Citric acid (CA) and triethyl cit... The reactants are C(CC(O)(C(=O)O)CC(=O)O)(=O)O (Citric acid), O.C(C)#N (Water acetonitrile), C(CC(O)(C(=O)O)CC(=O)O)(=O)O (Citric acid), ethyl esters, C(CC(O)(C(=O)OCC)CC(=O)OCC)(=O)OCC (triethyl citrate). Run in C(C)#N (ACN), C(C)#N (ACN), C(C)#N (ACN), C(C)#N (ACN). Product: COc1cc(F)c(C(=O)O)cc1Br, [Cl-]. Reactants: COc1cc(F)c(C(=O)O)cc1Br, Cc1ccccc1, CN(C)C=O, O=S(Cl)Cl. RXN SMILES: [Br:1][c:2]1[c:3]([O:12][CH3:13])[cH:4][c:5]([F:11])[c:6]([C:7](=[O:8])[OH:9])[cH:10]1.[CH3:23][c:24]1[cH:25][cH:26][cH:27][cH:28][cH:29]1.[O:18]=[CH:19][N:20]([CH3:21])[CH3:22].[S:14]([Cl:15])([Cl:16])=[O:17]>>[Br:1][c:2]1[c:3]([O:12][CH3:13])[cH:4][c:5]([F:11])[c:6]([C:7](=[O:8])[OH:9])[cH:10]1.[Cl-:16].